Dataset: the Open Reaction Database (ORD), a public repository of structured organic reaction records. Task: describe an organic reaction: reactants, conditions, products, and yield Starting materials: CCOC(=O)C(NC(C)=O)C(=O)OCC, CCCCCCCCc1ccc(CCI)cc1, CCO, C1CCOC1. Yields the product CCCCCCCCc1ccc(CCC(NC(C)=O)(C(=O)OCC)C(=O)OCC)cc1. As a reaction SMILES: [C:1]([CH3:2])(=[O:3])[NH:4][CH:5]([C:6](=[O:7])[O:8][CH2:9][CH3:10])[C:11](=[O:12])[O:13][CH2:14][CH3:15].[CH2:16]([CH2:17][CH2:18][CH2:19][CH2:20][CH2:21][CH2:22][CH3:23])[c:24]1[cH:25][cH:26][c:27]([CH2:30][CH2:31][I:32])[cH:28][cH:29]1.[CH3:33][CH2:34][OH:35].[O:36]1[CH2:37][CH2:38][CH2:39][CH2:40]1>>[C:1]([CH3:2])(=[O:3])[NH:4][C:5]([C:6](=[O:7])[O:8][CH2:9][CH3:10])([C:11](=[O:12])[O:13][CH2:14][CH3:15])[CH2:31][CH2:30][c:27]1[cH:26][cH:25][c:24]([CH2:16][CH2:17][CH2:18][CH2:19][CH2:20][CH2:21][CH2:22][CH3:23])[cH:29][cH:28]1.